Dataset: the Open Reaction Database (ORD), a public repository of structured organic reaction records. Task: describe an organic reaction: reactants, conditions, products, and yield Reactants: CC=1N=CC(=NC1)NC1=NC=NC2=CC=C(C=C12)O (4-[(5-methylpyrazin-2-yl)amino]quinazolin-6-ol), C(C)OC(COC=1C=CC(=NC1)F)OCC (5-(2,2-diethoxyethoxy)-2-fluoropyridine), CN.O1CCCC1 (Methylamine tetrahydrofuran). Product: C(C)NCCOC=1C=CC(=NC1)OC=1C=C2C(=NC=NC2=CC1)NC1=NC=C(N=C1)C (6-({5-[2-(ethylamino)ethoxy]pyridin-2-yl}oxy)-N-(5-methylpyrazin-2-yl)quinazoline-4-amine). RXN SMILES: [CH3:1][C:2]1[N:3]=[CH:4][C:5]([NH:8][C:9]2[C:18]3[C:13](=[CH:14][CH:15]=[C:16]([OH:19])[CH:17]=3)[N:12]=[CH:11][N:10]=2)=[N:6][CH:7]=1.C(O[CH:23](OCC)[CH2:24][O:25][C:26]1[CH:27]=[CH:28][C:29](F)=[N:30][CH:31]=1)C.C[NH2:37].O1[CH2:42][CH2:41]CC1>>[CH2:41]([NH:37][CH2:23][CH2:24][O:25][C:26]1[CH:27]=[CH:28][C:29]([O:19][C:16]2[CH:17]=[C:18]3[C:13](=[CH:14][CH:15]=2)[N:12]=[CH:11][N:10]=[C:9]3[NH:8][C:5]2[CH:4]=[N:3][C:2]([CH3:1])=[CH:7][N:6]=2)=[N:30][CH:31]=1)[CH3:42] |f:2.3|. Procedure: Using 4-[(5-methylpyrazin-2-yl)amino]quinazolin-6-ol, 5-(2,2-diethoxyethoxy)-2-fluoropyridine and 2 Methylamine/tetrahydrofuran solution, and in the same manner as in Example 31 or according to a method similar to it or according to a combination thereof with an ordinary method, the entitled compound (52 mg) was obtained as a pale yellow amorphous solid. Reactants: NC=1C=C(C(=O)C2=CN(C3=CC=CC=C23)CCCC(=O)OCC)C=CC1 (ethyl 4-[3-(3-aminobenzoyl)indol-1-yl]-butyrate), BrC(CCCCC)C1=CC=C(C=C1)CC(C)C (1-(1-bromohexyl)-4-isobutylbenzene), C(C)(=O)OCC (ethyl acetate), O (water). Run in ClCCl (dichloromethane). Yields the product C(C(C)C)C1=CC=C(C=C1)C(CCCCC)NC=1C=C(C(=O)C2=CN(C3=CC=CC=C23)CCCC(=O)OCC)C=CC1 (ethyl 4-[3-[3-[1-(4-isobutylphenyl)hexylamino]benzoyl]-indol-1-yl]butyrate). Yield: 54.4%. Reaction SMILES: [NH2:1][C:2]1[CH:3]=[C:4]([CH:24]=[CH:25][CH:26]=1)[C:5]([C:7]1[C:15]2[C:10](=[CH:11][CH:12]=[CH:13][CH:14]=2)[N:9]([CH2:16][CH2:17][CH2:18][C:19]([O:21][CH2:22][CH3:23])=[O:20])[CH:8]=1)=[O:6].Br[CH:28]([C:34]1[CH:39]=[CH:38][C:37]([CH2:40][CH:41]([CH3:43])[CH3:42])=[CH:36][CH:35]=1)[CH2:29][CH2:30][CH2:31][CH2:32][CH3:33].C(OCC)(=O)C.O>ClCCl>[CH2:40]([C:37]1[CH:36]=[CH:35][C:34]([CH:28]([NH:1][C:2]2[CH:3]=[C:4]([CH:24]=[CH:25][CH:26]=2)[C:5]([C:7]2[C:15]3[C:10](=[CH:11][CH:12]=[CH:13][CH:14]=3)[N:9]([CH2:16][CH2:17][CH2:18][C:19]([O:21][CH2:22][CH3:23])=[O:20])[CH:8]=2)=[O:6])[CH2:29][CH2:30][CH2:31][CH2:32][CH3:33])=[CH:39][CH:38]=1)[CH:41]([CH3:43])[CH3:42]. Procedure: A mixture of ethyl 4-[3-(3-aminobenzoyl)indol-1-yl]-butyrate (176 mg), 1-(1-bromohexyl)-4-isobutylbenzene (233 mg) and diisopropytethylamine (194 mg) in dichloromethane (5 ml) was refluxed for 20 hours. The reaction mixture was poured into a mixture of ethyl acetate and water. The organic layer was separated and washed-with water and brine, dried over magnesium sulfate and evaporated. The residue was chromatographed on silica gel column eluting with a mixture of n-hexane-and ethyl acetate (3:1) ... The reactants are NC1=C(C=CC(=C1)Cl)CO ((2-amino-4-chlorophenyl)methanol), C(=O)OCC#N (cyanomethyl formate), 4-N,N-dimethylaminopyridine. Run in O1CCCC1 (tetrahydrofuran). Product: ClC=1C=CC(=C(C1)NC=O)CO (N-(5-chloro-2-hydoxymethylphenyl)formamide). As a reaction SMILES: [NH2:1][C:2]1[CH:7]=[C:6]([Cl:8])[CH:5]=[CH:4][C:3]=1[CH2:9][OH:10].[CH:11](OCC#N)=[O:12]>O1CCCC1>[Cl:8][C:6]1[CH:5]=[CH:4][C:3]([CH2:9][OH:10])=[C:2]([NH:1][CH:11]=[O:12])[CH:7]=1. Procedure details: A solution of 5.00 g of (2-amino-4-chlorophenyl)methanol, 2.73 g of cyanomethyl formate and 0.04 g of 4-N,N-dimethylaminopyridine in 50 ml of anhydrous tetrahydrofuran was stirred for 72 hours at 20° C. The solvent was then evaporated in vacuo and the residue was taken up in 50 ml of ethyl acetate. The solution was washed in succession twice with in each case 100 ml of 0.01 N hydrochloric acid and saturated sodium chloride solution, dried over sodium sulfate and then concentrated by evaporation ... Reactants: O=C([O-])[O-], CNC, [K+], [K+], O=CC=Cc1ccccc1. Product: CN(C)C=CCc1ccccc1. As a reaction SMILES: [C:11](=[O:12])([O-:13])[O-:14].[CH3:17][NH:18][CH3:19].[K+:15].[K+:16].[O:1]=[CH:2][CH:3]=[CH:4][c:5]1[cH:6][cH:7][cH:8][cH:9][cH:10]1>>[CH:2](=[CH:3][CH2:4][c:5]1[cH:6][cH:7][cH:8][cH:9][cH:10]1)[N:18]([CH3:17])[CH3:19].